The task is: describe an organic reaction: reactants, conditions, products, and yield. This data is from the Open Reaction Database (ORD), a public repository of structured organic reaction records. Starting materials: CC1=CC(=C2C(=N1)N(C(=N2)CC)CC2=CC=C(C=C2)C2=C(SC(=C2)CCCC)S(=O)(=O)NC(C)(C)C)C (5,7-dimethyl-2-ethyl-3-[[4-[2-(N-t-butylaminosulfonyl)-5-butyl-3-thienyl]phenyl]methyl]-imidazo[4,5-b]pyridine), C(=O)(C(F)(F)F)O (TFA). Reagents/catalysts: C1(=CC=CC=C1)OC (anisole). Reaction conditions: time 8 hour. The product is CC1=CC(=C2C(=N1)N(C(=N2)CC)CC2=CC=C(C=C2)C2=C(SC(=C2)CCCC)S(=O)(=O)N)C (5,7-dimethyl-2-ethyl-3-[[4-[2-(aminosulfonyl)-5-butyl-3-thienyl]phenyl]methyl]imidazo[4,5-b]pyridine). As a reaction SMILES: [CH3:1][C:2]1[N:7]=[C:6]2[N:8]([CH2:13][C:14]3[CH:19]=[CH:18][C:17]([C:20]4[CH:24]=[C:23]([CH2:25][CH2:26][CH2:27][CH3:28])[S:22][C:21]=4[S:29]([NH:32]C(C)(C)C)(=[O:31])=[O:30])=[CH:16][CH:15]=3)[C:9]([CH2:11][CH3:12])=[N:10][C:5]2=[C:4]([CH3:37])[CH:3]=1.C(O)(C(F)(F)F)=O>C1(OC)C=CC=CC=1>[CH3:1][C:2]1[N:7]=[C:6]2[N:8]([CH2:13][C:14]3[CH:19]=[CH:18][C:17]([C:20]4[CH:24]=[C:23]([CH2:25][CH2:26][CH2:27][CH3:28])[S:22][C:21]=4[S:29]([NH2:32])(=[O:31])=[O:30])=[CH:16][CH:15]=3)[C:9]([CH2:11][CH3:12])=[N:10][C:5]2=[C:4]([CH3:37])[CH:3]=1. Procedure details: To a mixture of the product of step D (215 mg, 0.40 mmol) and anisole (3 drops) was added TFA (3 mL). After standing at room temperature overnight, the solvent was removed and the residue was dissolved in EtOAc and washed with 2N Na2CO3 and brine. The organic was dried over MgSO4 and concentrated in vacuo to provide the titled compound, Rf=0.31 (20:1 CH2Cl2 /MeOH). The reactants are solution o, C(CCC)N (n-butylamine), FC(C(=O)N(CC(=O)OCC)CP(=O)(OCl)OCl)(F)F (ethyl N-trifluoroacetyl-N-(dichlorophosphonomethyl)glycinate). Run in petroleum ether, CCOCC (ether), CCOCC (ether). Run at time 2 hour. Product: FC(C(=O)N(CC(=O)OCC)CP(=O)(ON(CCCC)CCCC)O)(F)F (ethyl N-trifluoroacetyl-N-(dibutylaminophosphonomethyl)glycinate). Isolated yield 78.5%. As a reaction SMILES: [CH2:1]([NH2:5])[CH2:2][CH2:3][CH3:4].[F:6][C:7]([F:25])([F:24])[C:8]([N:10]([CH2:17][P:18]([O:22]Cl)([O:20]Cl)=[O:19])[CH2:11][C:12]([O:14][CH2:15][CH3:16])=[O:13])=[O:9]>CCOCC>[F:6][C:7]([F:25])([F:24])[C:8]([N:10]([CH2:17][P:18]([OH:22])([O:20][N:5]([CH2:1][CH2:2][CH2:3][CH3:4])[CH2:1][CH2:2][CH2:3][CH3:4])=[O:19])[CH2:11][C:12]([O:14][CH2:15][CH3:16])=[O:13])=[O:9]. Procedure: To a solution o n-butylamine (3.1 g, 0.0423 mole) in 40 ml. of ether was added dropwise with stirring ethyl N-trifluoroacetyl-N-(dichlorophosphonomethyl)glycinate (3.3 g, 0.01 mole) in 50 ml. of ether. The reaction mixture was stirred for 21/2 hours, then filtered and the filtrate was concentrated in vacuo to give a light yellow viscous oil. This oil was dissolved in petroleum ether, washed three times with water, dried over MgSO4, and concentrated in vacuo to give 3.3 g of ethyl N-trifluoroacet... Starting materials: N#CCCCBr, O=C([O-])[O-], CN(C)C=O, ClC(Cl)Cl, [K+], [K+], [Mg+2], [Mg+2], c1cc(-c2ccnc3nc(N4CCNCC4)nn23)ccn1, [O-][Si]([O-])([O-])[O-]. Product: N#CCCCN1CCN(c2nc3nccc(-c4ccncc4)n3n2)CC1. Reaction SMILES: [Br:22][CH2:23][CH2:24][CH2:25][C:26]#[N:27].[C:28](=[O:29])([O-:30])[O-:31].[CH3:45][N:46]([CH3:47])[CH:48]=[O:49].[CH:41]([Cl:42])([Cl:43])[Cl:44].[K+:32].[K+:33].[Mg+2:39].[Mg+2:40].[N:1]1([c:7]2[n:8][n:9]3[c:10]([n:11][cH:12][cH:13][c:14]3-[c:15]3[cH:16][cH:17][n:18][cH:19][cH:20]3)[n:21]2)[CH2:2][CH2:3][NH:4][CH2:5][CH2:6]1.[Si:34]([O-:35])([O-:36])([O-:37])[O-:38]>>[N:1]1([c:7]2[n:8][n:9]3[c:10]([n:11][cH:12][cH:13][c:14]3-[c:15]3[cH:16][cH:17][n:18][cH:19][cH:20]3)[n:21]2)[CH2:2][CH2:3][N:4]([CH2:23][CH2:24][CH2:25][C:26]#[N:27])[CH2:5][CH2:6]1. Reactants: ClC1=CC=C(CNC(=O)C=2C(C3=C(N(C2)C)C(=C(S3)CCl)C)=O)C=C1 (N-(4-chlorobenzyl)-2-(chloromethyl)-3,4-dimethyl-7-oxo-4,7-dihydrothieno[3,2-b]pyridine-6-carboxamide), COC1=CC=C(C=C1)C(CNC)O (1-(4-methoxyphenyl)-2-(methylamino)ethanol), C(C)(C)N(CC)C(C)C (diisopropylethylamine). Run in CN(C)C=O (DMF), O (water). Reaction conditions: temperature 60 celsius, time 16 hour. The product is ClC1=CC=C(CNC(=O)C=2C(C3=C(N(C2)C)C(=C(S3)CN(C)CC(C3=CC=C(C=C3)OC)O)C)=O)C=C1 (N-(4-chlorobenzyl)-2-{[[2-hydroxy-2-(4-methoxyphenyl)ethyl](methyl)amino]methyl}-3,4-dimethyl-7-oxo-4,7-dihydrothieno[3,2-b]pyridine-6-carboxamide). Yield: 45.4%. Reaction SMILES: [Cl:1][C:2]1[CH:25]=[CH:24][C:5]([CH2:6][NH:7][C:8]([C:10]2[C:11](=[O:23])[C:12]3[S:19][C:18]([CH2:20]Cl)=[C:17]([CH3:22])[C:13]=3[N:14]([CH3:16])[CH:15]=2)=[O:9])=[CH:4][CH:3]=1.[CH3:26][O:27][C:28]1[CH:33]=[CH:32][C:31]([CH:34]([OH:38])[CH2:35][NH:36][CH3:37])=[CH:30][CH:29]=1.C(N(C(C)C)CC)(C)C>CN(C=O)C.O>[Cl:1][C:2]1[CH:25]=[CH:24][C:5]([CH2:6][NH:7][C:8]([C:10]2[C:11](=[O:23])[C:12]3[S:19][C:18]([CH2:20][N:36]([CH2:35][CH:34]([OH:38])[C:31]4[CH:32]=[CH:33][C:28]([O:27][CH3:26])=[CH:29][CH:30]=4)[CH3:37])=[C:17]([CH3:22])[C:13]=3[N:14]([CH3:16])[CH:15]=2)=[O:9])=[CH:4][CH:3]=1. Procedure: A mixture of N-(4-chlorobenzyl)-2-(chloromethyl)-3,4-dimethyl-7-oxo-4,7-dihydrothieno[3,2-b]pyridine-6-carboxamide (80 mg, 0.20 mmol), 1-(4-methoxyphenyl)-2-(methylamino)ethanol (Tetrahedron 1999, 55, 4831-4842) (58 mg, 0.32 mmol) and diisopropylethylamine (67 μL, 0.38 mmol) in dry DMF (5 mL) was heated to 60° C., becoming a solution. The reaction was stirred for 16 hours at that temperature. After cooling to room temperature, the solution was diluted with water (15 mL). The resulting milky susp...